This data is from the Open Reaction Database (ORD), a public repository of structured organic reaction records. The task is: describe an organic reaction: reactants, conditions, products, and yield Starting materials: C(C)OC(=O)C=1C(=C2C(=C(N1)C1=CC=C(C=C1)OC1=CC=CC=C1)SN=C2C2=C(C=CC=C2)F)O (3-(2-fluoro-phenyl)-4-hydroxy-7-(4-phenoxy-phenyl)-isothiazolo[5,4-c]pyridine-5-carboxylic acid ethyl ester), NCC(=O)O (glycine). The product is FC1=C(C=CC=C1)C1=NSC2=C(N=C(C(=C21)O)C(=O)NCC(=O)O)C2=CC=C(C=C2)OC2=CC=CC=C2 ({[3-(2-Fluoro-phenyl)-4-hydroxy-7-(4-phenoxy-phenyl)-isothiazolo[5,4-c]pyridine-5-carbonyl]-amino}-acetic acid). RXN SMILES: C(O[C:4]([C:6]1[C:7]([OH:35])=[C:8]2[C:27]([C:28]3[CH:33]=[CH:32][CH:31]=[CH:30][C:29]=3[F:34])=[N:26][S:25][C:9]2=[C:10]([C:12]2[CH:17]=[CH:16][C:15]([O:18][C:19]3[CH:24]=[CH:23][CH:22]=[CH:21][CH:20]=3)=[CH:14][CH:13]=2)[N:11]=1)=[O:5])C.[NH2:36][CH2:37][C:38]([OH:40])=[O:39]>>[F:34][C:29]1[CH:30]=[CH:31][CH:32]=[CH:33][C:28]=1[C:27]1[C:8]2[C:9](=[C:10]([C:12]3[CH:17]=[CH:16][C:15]([O:18][C:19]4[CH:20]=[CH:21][CH:22]=[CH:23][CH:24]=4)=[CH:14][CH:13]=3)[N:11]=[C:6]([C:4]([NH:36][CH2:37][C:38]([OH:40])=[O:39])=[O:5])[C:7]=2[OH:35])[S:25][N:26]=1. Procedure: The title compound was synthesized in analogy Example 1 from 3-(2-fluoro-phenyl)-4-hydroxy-7-(4-phenoxy-phenyl)-isothiazolo[5,4-c]pyridine-5-carboxylic acid ethyl ester and glycine: MS (m/z) 516.1 (M+1).